This data is from the Open Reaction Database (ORD), a public repository of structured organic reaction records. The task is: describe an organic reaction: reactants, conditions, products, and yield Starting materials: CC(C)(C(=O)O)c1ccccc1, CSc1cccc(N)c1. Reagents/catalysts: CCOP(=O)(OCC)ON1C(=O)C2=CC=CC=C2N=N1 (DEPBT), CCN(C(C)C)C(C)C (DIPEA). Solvent: CN(C)C=O (DMF), CN(C)C=O (DMF), CN(C)C=O (DMF), CN(C)C=O (DMF), CN(C)C=O (DMF), CN(C)C=O (DMF). Conditions: temperature 25 celsius, time 2 hour. Product: CSc1cccc(NC(=O)C(C)(C)c2ccccc2)c1. Yield: 5.5%. RXN SMILES: CSc1cccc(N)c1.CC(C)(C(=O)O)c1ccccc1.CCOP(=O)(OCC)ON1C(=O)C2=CC=CC=C2N=N1.CCN(C(C)C)C(C)C.CN(C)C=O>>CSc1cccc(NC(=O)C(C)(C)c2ccccc2)c1. Starting materials: ClC1=CC(=C(C=C1[N+](=O)[O-])C=1C(N(C(=CC1)C(F)(F)F)C)=O)F (3-(4-chloro-2-fluoro-5-nitrophenyl)-1-methyl-6-trifluoromethyl-2(1H)-pyridone), O (water), [Sn] (tin), Cl (hydrochloric acid). Solvent: C(C)O (ethanol). Run at time 1 hour. The product is NC=1C(=CC(=C(C1)C=1C(N(C(=CC1)C(F)(F)F)C)=O)F)Cl (3-(5-amino-4-chloro-2-fluorophenyl)-1-methyl-6-trifluoromethyl-2(1H)-pyridone). The yield is 100.2%. Reaction SMILES: [Cl:1][C:2]1[C:7]([N+:8]([O-])=O)=[CH:6][C:5]([C:11]2[C:12](=[O:22])[N:13]([CH3:21])[C:14]([C:17]([F:20])([F:19])[F:18])=[CH:15][CH:16]=2)=[C:4]([F:23])[CH:3]=1.[Sn].Cl.O>C(O)C>[NH2:8][C:7]1[C:2]([Cl:1])=[CH:3][C:4]([F:23])=[C:5]([C:11]2[C:12](=[O:22])[N:13]([CH3:21])[C:14]([C:17]([F:20])([F:18])[F:19])=[CH:15][CH:16]=2)[CH:6]=1 |^3:23|. Reported procedure: 1.0 g (2.8 mmol) of 3-(4-chloro-2-fluoro-5-nitrophenyl)-1-methyl-6-trifluoromethyl-2(1H)-pyridone and 1.3 g (11 mmol) of tin were suspended in 30 ml of ethanol, and 5 ml of concentrated hydrochloric acid was added at room temperature, followed by stirring for 1 hour. After completion of the reaction, the reaction solution was poured into water and neutralized. Insoluble substances were filtered off, and the filtrate was extracted with ethyl acetate. After washing with water and a saturated sodiu... Product: Cl, OC1CCNCC1N1CCCC1. As a reaction SMILES: [C:1]([O:2][C:3](=[O:4])[N:8]1[CH2:9][CH:10]([N:15]2[CH2:16][CH2:17][CH2:18][CH2:19]2)[CH:11]([OH:14])[CH2:12][CH2:13]1)([CH3:5])([CH3:6])[CH3:7].[ClH:20]>>[ClH:20].[NH:8]1[CH2:9][CH:10]([N:15]2[CH2:16][CH2:17][CH2:18][CH2:19]2)[CH:11]([OH:14])[CH2:12][CH2:13]1. The reactants are CC(C)(C)OC(=O)N1CCC(O)C(N2CCCC2)C1, Cl. The reactants are ClC=1N=C(C2=C(N1)SC=C2)N2CCOCC2 (4-(2-chlorothieno[2,3-d]pyrimidin-4-yl)morpholine), NC1(SC=CC1)C(=O)OC (methyl 2-amino-thiophenecarboxylate), ClS(=O)(=O)N=C=O (chlorosulfonyl isocyanate). The product is N1C(NC(C2=C1SC=C2)=O)=O (thieno[2,3-d]pyrimidine-2,4(1H,3H)-dione). RXN SMILES: ClC1N=C(N2CC[O:14][CH2:13]C2)C2C=CSC=2N=1.[NH2:17][C:18]1(C(OC)=O)[CH2:22][CH:21]=[CH:20][S:19]1.ClS([N:31]=[C:32]=[O:33])(=O)=O>>[NH:17]1[C:18]2[S:19][CH:20]=[CH:21][C:22]=2[C:13](=[O:14])[NH:31][C:32]1=[O:33]. Procedure: Scheme 6 shows the synthesis of 4-(2-chlorothieno[2,3-d]pyrimidin-4-yl)morpholine 18 starting by cyclization of methyl 2-amino-thiophenecarboxylate 15 (95 g) with chlorosulfonyl isocyanate at low temperature remains (−60° C. to −55° C.) to give thieno[2,3-d]pyrimidine-2,4(1H,3H)-dione 16. Phosphorous oxychloride was added slowly to a cold solution of thieno[2,3-d]pyrimidine-2,4(1H,3H)-dione 16 and N,N-dimethylaniline (0.75 equiv.) in acetonitrile while maintaining the temperature below 25° C. Th... Conditions: time 2 hour. Reactants: BrC=1C=C(C=CC1)C(=O)N=C=S (3-bromo-1-benzenecarbonyl isothiocyanate), BrC=1C=C(C=CC1)C(=O)Cl (3-bromo-1-benzenecarbonyl chloride), ClC=1C=C(N)C=CC1OC1=CC=NC2=CC(=C(C=C12)OC)OC (3-Chloro-4-[(6,7-dimethoxy-4-quinolyl)oxy]aniline). Product: BrC=1C=C(C=CC1)C(=O)N=C=S (3-Bromo-1-benzenecarbonyl isothiocyanate), BrC=1C=C(C(=O)NC(=S)NC2=CC(=C(C=C2)OC2=CC=NC3=CC(=C(C=C23)OC)OC)Cl)C=CC1 (N-(3-Bromobenzoyl)-N′-{3-chloro-4-[(6,7-dimethoxy-4-quinolyl)oxy]phenyl}thiourea). Procedure: 3-Bromo-1-benzenecarbonyl isothiocyanate was prepared using commercially available 3-bromo-1-benzenecarbonyl chloride (80 mg) as a starting compound according to the description of the literature. 3-Chloro-4-[(6,7-dimethoxy-4-quinolyl)oxy]aniline (50 mg) was dissolved in toluene (5 ml) and ethanol (1 ml) to prepare a solution. A solution of 3-bromo-1-benzenecarbonyl isothiocyanate in ethanol (1 ml) was then added to the solution, and the mixture was stirred at room temperature for 2 hr. The reac... Solvent: C(C)O (ethanol), C(C)O (ethanol), C1(=CC=CC=C1)C (toluene). Yield: 93.0%. Reaction SMILES: BrC1C=C(C(Cl)=O)C=CC=1.[Cl:11][C:12]1[CH:13]=[C:14]([CH:16]=[CH:17][C:18]=1[O:19][C:20]1[C:29]2[C:24](=[CH:25][C:26]([O:32][CH3:33])=[C:27]([O:30][CH3:31])[CH:28]=2)[N:23]=[CH:22][CH:21]=1)[NH2:15].[Br:34][C:35]1[CH:36]=[C:37]([C:41]([N:43]=[C:44]=[S:45])=[O:42])[CH:38]=[CH:39][CH:40]=1>C1(C)C=CC=CC=1.C(O)C>[Br:34][C:35]1[CH:36]=[C:37]([C:41]([N:43]=[C:44]=[S:45])=[O:42])[CH:38]=[CH:39][CH:40]=1.[Br:34][C:35]1[CH:36]=[C:37]([CH:38]=[CH:39][CH:40]=1)[C:41]([NH:43][C:44]([NH:15][C:14]1[CH:16]=[CH:17][C:18]([O:19][C:20]2[C:29]3[C:24](=[CH:25][C:26]([O:32][CH3:33])=[C:27]([O:30][CH3:31])[CH:28]=3)[N:23]=[CH:22][CH:21]=2)=[C:12]([Cl:11])[CH:13]=1)=[S:45])=[O:42]. The reactants are FC(F)(F)c1ccccc1Br, O=C1CCN(Cc2ccccc2)CC1, C1CCOC1, [Cl-], [Mg], [NH4+]. Product: OC1(c2ccccc2C(F)(F)F)CCN(Cc2ccccc2)CC1. As a reaction SMILES: [Br:2][c:3]1[c:4]([C:9]([F:10])([F:11])[F:12])[cH:5][cH:6][cH:7][cH:8]1.[CH2:13]([c:14]1[cH:15][cH:16][cH:17][cH:18][cH:19]1)[N:20]1[CH2:21][CH2:22][C:23](=[O:26])[CH2:24][CH2:25]1.[CH2:29]1[O:30][CH2:31][CH2:32][CH2:33]1.[Cl-:27].[Mg:1].[NH4+:28]>>[c:3]1([C:23]2([OH:26])[CH2:22][CH2:21][N:20]([CH2:13][c:14]3[cH:15][cH:16][cH:17][cH:18][cH:19]3)[CH2:25][CH2:24]2)[c:4]([C:9]([F:10])([F:11])[F:12])[cH:5][cH:6][cH:7][cH:8]1.